From a dataset of the Open Reaction Database (ORD), a public repository of structured organic reaction records. describe an organic reaction: reactants, conditions, products, and yield The reactants are CCNCC, CC(C)=CCCl, [Na+], CC(=O)C=C(C)C, [OH-]. Product: CC(C)=CCCC(=O)C=C(C)C. RXN SMILES: [CH2:10]([NH:11][CH2:12][CH3:13])[CH3:14].[Cl:15][CH2:16][CH:17]=[C:18]([CH3:19])[CH3:20].[Na+:2].[O:3]=[C:4]([CH3:5])[CH:6]=[C:7]([CH3:8])[CH3:9].[OH-:1]>>[O:3]=[C:4]([CH2:5][CH2:16][CH:17]=[C:18]([CH3:19])[CH3:20])[CH:6]=[C:7]([CH3:8])[CH3:9].